describe an organic reaction: reactants, conditions, products, and yield From a dataset of the Open Reaction Database (ORD), a public repository of structured organic reaction records. Reactants: [OH-].[Na+] (Sodium hydroxide), BrC1=C2C(=NC=C1)N(C(=C2)C)S(=O)(=O)C2=CC=CC=C2 (4-bromo-2-methyl-1-(phenylsulfonyl)-1H-pyrrolo[2,3-b]pyridine). The solvent is O1CCOCC1 (1,4-dioxane). Run at temperature 60 celsius. The product is BrC1=C2C(=NC=C1)NC(=C2)C (4-Bromo-2-methyl-1H-pyrrolo[2,3-b]pyridine). Isolated yield 105.0%. RXN SMILES: [OH-].[Na+].[Br:3][C:4]1[CH:9]=[CH:8][N:7]=[C:6]2[N:10](S(C3C=CC=CC=3)(=O)=O)[C:11]([CH3:13])=[CH:12][C:5]=12>O1CCOCC1>[Br:3][C:4]1[CH:9]=[CH:8][N:7]=[C:6]2[NH:10][C:11]([CH3:13])=[CH:12][C:5]=12 |f:0.1|. Procedure: 2M Sodium hydroxide solution (114 ml) was added to a solution of 4-bromo-2-methyl-1-(phenylsulfonyl)-1H-pyrrolo[2,3-b]pyridine (16 g) in 1,4-dioxane (320 ml) and the reaction heated at 60° C. overnight. After cooling, the aqueous layer was separated and washed with ethyl acetate. The combined organics were washed with brine, dried over magnesium sulphate, filtered, and then evaporated to give title compound (10.1 g) as a cream coloured solid. The reactants are Cc1nc(C(=O)O)cs1, ClCCl, ClP(Cl)(Cl)(Cl)Cl. Product: Cc1nc(C(=O)Cl)cs1. Reaction SMILES: [CH3:7][c:8]1[s:9][cH:10][c:11]([C:13](=[O:14])[OH:15])[n:12]1.[Cl:16][CH2:17][Cl:18].[Cl:1][P:2]([Cl:3])([Cl:4])([Cl:5])[Cl:6]>>[Cl:1][C:13]([c:11]1[cH:10][s:9][c:8]([CH3:7])[n:12]1)=[O:15]. The reactants are BrC1=C(C=CC=C1)O (2-bromophenol), CS(=O)(=O)OC1CN(CC1)C1CC1 (1-cyclopropylpyrrolidin-3-yl methanesulphonate), Example 134 ( b ). Yields the product BrC1=C(OC2CN(CC2)C2CC2)C=CC=C1 (3-(2-Bromophenoxy)-1-cyclopropylpyrrolidine). As a reaction SMILES: [Br:1][C:2]1[CH:7]=[CH:6][CH:5]=[CH:4][C:3]=1[OH:8].CS(O[CH:14]1[CH2:18][CH2:17][N:16]([CH:19]2[CH2:21][CH2:20]2)[CH2:15]1)(=O)=O>>[Br:1][C:2]1[CH:7]=[CH:6][CH:5]=[CH:4][C:3]=1[O:8][CH:14]1[CH2:18][CH2:17][N:16]([CH:19]2[CH2:21][CH2:20]2)[CH2:15]1. Reported procedure: The title compound was prepared from 2-bromophenol and 1-cyclopropylpyrrolidin-3-yl methanesulphonate in a similar manner to Example 134 (b) except that the compound was purified by cation exchange chromatography eluting with ammonia/methanol mixtures. Starting materials: amides, CC1=NC2=CC=CC(=C2C=C1)N1CCN(CC1)CCC=1C=C(N)C=CC1 (3-{2-[4-(2-Methyl-5-quinolinyl)-1-piperazinyl]ethyl}aniline), COC1=CN=C(O1)C(=O)O (5-(methyloxy)-1,3-oxazole-2-carboxylic acid). Yields the product COC1=CN=C(O1)C(=O)NC1=CC(=CC=C1)CCN1CCN(CC1)C1=C2C=CC(=NC2=CC=C1)C (5-(Methyloxy)-N-(3-{2-[4-(2-methyl-5-quinolinyl)-1-piperazinyl]ethyl}phenyl)-1,3-oxazole-2-carboxamide). Yield: 30.0%. As a reaction SMILES: [CH3:1][C:2]1[CH:11]=[CH:10][C:9]2[C:4](=[CH:5][CH:6]=[CH:7][C:8]=2[N:12]2[CH2:17][CH2:16][N:15]([CH2:18][CH2:19][C:20]3[CH:21]=[C:22]([CH:24]=[CH:25][CH:26]=3)[NH2:23])[CH2:14][CH2:13]2)[N:3]=1.[CH3:27][O:28][C:29]1[O:33][C:32]([C:34](O)=[O:35])=[N:31][CH:30]=1>>[CH3:27][O:28][C:29]1[O:33][C:32]([C:34]([NH:23][C:22]2[CH:24]=[CH:25][CH:26]=[C:20]([CH2:19][CH2:18][N:15]3[CH2:14][CH2:13][N:12]([C:8]4[CH:7]=[CH:6][CH:5]=[C:4]5[C:9]=4[CH:10]=[CH:11][C:2]([CH3:1])=[N:3]5)[CH2:17][CH2:16]3)[CH:21]=2)=[O:35])=[N:31][CH:30]=1. Reported procedure: The title compound was prepared in 30% yield according to the general procedure for the preparation of the amides (Method C) starting from 3-{2-[4-(2-methyl-5-quinolinyl)-1-piperazinyl]ethyl}aniline (D6) and 5-(methyloxy)-1,3-oxazole-2-carboxylic acid. The product is O=c1c(Br)cc(-c2ccccn2)cn1-c1ccccc1. Reactants: O=C1CCC(=O)N1Br, CN(C)C=O, CC(C)O, O, O=c1ccc(-c2ccccn2)cn1-c1ccccc1. As a reaction SMILES: [Br:20][N:21]1[C:22](=[O:23])[CH2:24][CH2:25][C:26]1=[O:27].[CH3:28][N:29]([CH3:30])[CH:31]=[O:32].[CH3:33][CH:34]([OH:35])[CH3:36].[OH2:37].[n:1]1[c:2](-[c:7]2[cH:8][cH:9][c:10](=[O:19])[n:11](-[c:13]3[cH:14][cH:15][cH:16][cH:17][cH:18]3)[cH:12]2)[cH:3][cH:4][cH:5][cH:6]1>>[n:1]1[c:2](-[c:7]2[cH:8][c:9]([Br:20])[c:10](=[O:19])[n:11](-[c:13]3[cH:14][cH:15][cH:16][cH:17][cH:18]3)[cH:12]2)[cH:3][cH:4][cH:5][cH:6]1. Starting materials: C(C)C=1C=C(C=C2C=C([C@H](OC12)C(F)(F)F)C(=O)O)OC(F)(F)F ((S)-8-ethyl-6-(trifluoromethoxy)-2-(trifluoromethyl)-2H-chromene-3-carboxylic acid), Example 21k, C1(=CC=CC=C1)[C@@H](C)N ((1R)-1-phenylethanamine). Reagents/catalysts: C(C)(C)O (isopropanol). The solvent is CCCCCCC (Heptane). Conditions: time 1 day. Yields the product C1(=CC=CC=C1)[C@@H](C)N.C(C)C=1C=C(C=C2C=C([C@H](OC12)C(F)(F)F)C(=O)O)OC(F)(F)F ((2S)-8-ethyl-6-(trifluoromethoxy)-2-(trifluoromethyl)-2H-chromene-3-carboxylic acid compound with (1R)-1-phenylethanamine). RXN SMILES: [CH2:1]([C:3]1[CH:4]=[C:5]([O:20][C:21]([F:24])([F:23])[F:22])[CH:6]=[C:7]2[C:12]=1[O:11][C@H:10]([C:13]([F:16])([F:15])[F:14])[C:9]([C:17]([OH:19])=[O:18])=[CH:8]2)[CH3:2].[C:25]1([C@H:31]([NH2:33])[CH3:32])[CH:30]=[CH:29][CH:28]=[CH:27][CH:26]=1>C(O)(C)C.CCCCCCC>[C:25]1([C@H:31]([NH2:33])[CH3:32])[CH:30]=[CH:29][CH:28]=[CH:27][CH:26]=1.[CH2:1]([C:3]1[CH:4]=[C:5]([O:20][C:21]([F:24])([F:22])[F:23])[CH:6]=[C:7]2[C:12]=1[O:11][C@H:10]([C:13]([F:16])([F:15])[F:14])[C:9]([C:17]([OH:19])=[O:18])=[CH:8]2)[CH3:2] |f:4.5|. Reported procedure: (S)-8-ethyl-6-(trifluoromethoxy)-2-(trifluoromethyl)-2H-chromene-3-carboxylic acid prepared as in Example 21k (17.8 mg, 0.0500 mmole) and (1R)-1-phenylethanamine (12.7 uL, 0.0500 mmole) were added to a few drops of isopropanol. Heptane (0.30 mL) was then added and the solvent was allowed to slowly evaporate from the loosely capped vial. Crystals had formed in the solution after standing at room temperature for 1 day. X-ray crystal structure analysis confirmed the title compound to be the (S)-ena...